This data is from the Open Reaction Database (ORD), a public repository of structured organic reaction records. The task is: describe an organic reaction: reactants, conditions, products, and yield The reactants are CC(C)(C)[Si](C)(C)Cl, CC(C)(C)[Si](C)(C)C(C)(C)O, [Li]C=COCC, Cl. The product is CC(=O)[Si](C)(C)C(C)(C)C. Reaction SMILES: [C:12]([Si:13]([Cl:14])([CH3:15])[CH3:16])([CH3:17])([CH3:18])[CH3:19].[C:1]([CH3:2])([CH3:3])([CH3:4])[Si:5]([CH3:6])([CH3:7])[C:8]([CH3:9])([CH3:10])[OH:11].[CH2:20]([O:21][CH:22]=[CH:23][Li:24])[CH3:25].[ClH:26]>>[C:1]([CH3:2])([CH3:3])([CH3:4])[Si:5]([CH3:6])([CH3:7])[C:8]([CH3:9])=[O:11]. Starting materials: BrC=1C=C(C=C(C1)Cl)C=1C(=NN(C1N)C1=NC=CC=N1)C(F)(F)F (4-(3-bromo-5-chlorophenyl)-1-(pyrimidin-2-yl)-3-(trifluoromethyl)-1H-pyrazol-5-amine), COC(N(C)C)OC (dimethylformamide dimethyl acetal). Solvent: C1(=CC=CC=C1)C (toluene). Yields the product BrC=1C=C(C=C(C1)Cl)C=1C(=NN(C1N=CN(C)C)C1=NC=CC=N1)C(F)(F)F (N′-[4-(3-bromo-5-chlorophenyl)-1-(pyrimidin-2-yl)-3-(trifluoromethyl)-1H-pyrazol-5-yl]-N,N-dimethylimidoformamide). RXN SMILES: [Br:1][C:2]1[CH:3]=[C:4]([C:9]2[C:10]([C:21]([F:24])([F:23])[F:22])=[N:11][N:12]([C:15]3[N:20]=[CH:19][CH:18]=[CH:17][N:16]=3)[C:13]=2[NH2:14])[CH:5]=[C:6]([Cl:8])[CH:7]=1.CO[CH:27](OC)[N:28]([CH3:30])[CH3:29]>C1(C)C=CC=CC=1>[Br:1][C:2]1[CH:3]=[C:4]([C:9]2[C:10]([C:21]([F:22])([F:24])[F:23])=[N:11][N:12]([C:15]3[N:20]=[CH:19][CH:18]=[CH:17][N:16]=3)[C:13]=2[N:14]=[CH:27][N:28]([CH3:30])[CH3:29])[CH:5]=[C:6]([Cl:8])[CH:7]=1. Procedure details: 1.19 g (2.84 mmol) of 4-(3-bromo-5-chlorophenyl)-1-(pyrimidin-2-yl)-3-(trifluoromethyl)-1H-pyrazol-5-amine (known from WO 2008/077843 A) and 0.51 g (4.26 mmol) of dimethylformamide dimethyl acetal are dissolved in 20 ml of toluene and stirred under reflux for 18 hours. After cooling, the toluene solution is washed with water, the organic phase is separated off, dried with magnesium sulphate and filtered and the filtrate is concentrated under reduced pressure using a rotary evaporator. The residu... The reactants are COC1=C(C=CC=C1)O (orthomethoxyphenol), O1CCOCC1 (dioxane), C=O (para-formaldehyde), ClC1=CC=C(CCN)C=C1 (para-chlorophenethylamine). The product is ClC1=CC=C(CCN2COC3=C(C2)C=CC=C3OC)C=C1 (3-(4-chlorophenethyl)-8-methoxy-3,4-dihydro-2H-1,3-benzoxazine). As a reaction SMILES: CO[C:3]1[CH:8]=[CH:7]C=[CH:5][C:4]=1O.C=O.[Cl:12][C:13]1[CH:21]=[CH:20][C:16]([CH2:17][CH2:18][NH2:19])=[CH:15][CH:14]=1.[O:22]1[CH2:27][CH2:26][O:25][CH2:24][CH2:23]1>>[Cl:12][C:13]1[CH:21]=[CH:20][C:16]([CH2:17][CH2:18][N:19]2[CH2:7][C:8]3[CH:3]=[CH:4][CH:5]=[C:27]([O:22][CH3:23])[C:26]=3[O:25][CH2:24]2)=[CH:15][CH:14]=1. Reported procedure: To 20 ml. of dioxane are dissolved 5 g. of orthomethoxyphenol, 5 g. of para-formaldehyde and 12.6 g. of para-chlorophenethylamine. The solution is heated on reflux for 9.5 hours and distilled to remove the solvent. The residue is purified by column chromatography on silica gel with a mixture of acetone and benezene (1:4). Recrystallization of the resultant crude crystals from methanol yields 3-(4-chlorophenethyl)-8-methoxy-3,4-dihydro-2H-1,3-benzoxazine as colorless needles melting at 87-88° C. ... As a reaction SMILES: [CH2:1]([O:3][C:4]([C:6]1[CH:11]=[CH:10][CH:9]=[C:8]([CH3:12])[N:7]=1)=[O:5])[CH3:2].C1C(=O)N([Br:20])C(=O)C1>C(Cl)(Cl)(Cl)Cl.C(OOC(=O)C1C=CC=CC=1)(=O)C1C=CC=CC=1>[CH2:1]([O:3][C:4]([C:6]1[CH:11]=[CH:10][CH:9]=[C:8]([CH2:12][Br:20])[N:7]=1)=[O:5])[CH3:2]. Yields the product C(C)OC(=O)C1=NC(=CC=C1)CBr (6-bromomethyl-pyridine-2-carboxylic acid ethyl ester). The reagents and catalysts are C(C1=CC=CC=C1)(=O)OOC(C1=CC=CC=C1)=O (benzoyl peroxide). Run in C(Cl)(Cl)(Cl)Cl (carbon tetrachloride). The yield is 98.3%. Procedure details: A mixture of 6-methyl-pyridine-2-carboxylic acid ethyl ester (1.65 g, 10 mmol), NBS (1.77 g, 10 mmol), and benzoyl peroxide (100 mg) in carbon tetrachloride (20 ml) was refluxed for 14 h. After cooling to room temperature, the reaction mixture was partitioned between diethyl ether and water (120 ml, 4:1), organic layer was washed with water (2×20 ml), brine, dried (MgSO4), filtered and concentrated to give 6-bromomethyl-pyridine-2-carboxylic acid ethyl ester (2.4 g) which was used without furthe... Reactants: C(C)OC(=O)C1=NC(=CC=C1)C (6-methyl-pyridine-2-carboxylic acid ethyl ester), C1CC(=O)N(C1=O)Br (NBS).